From a dataset of the Open Reaction Database (ORD), a public repository of structured organic reaction records. describe an organic reaction: reactants, conditions, products, and yield Reactants: FC1=C(C(=C(C(=C1B(C1=C(C(=C(C(=C1F)F)F)F)F)C1=C(C(=C(C(=C1F)F)F)F)F)F)F)F)F (tris(pentafluorophenyl)borane), C=CC1=CC=CC=C1 (styrene), dimethylanilinium tetrakispentafluorophenylborate. Reagents/catalysts: C1(=CC=CC=C1)C([Si](C)(C)C)(C1=CC=CC=C1)[Ti]C(C1=CC=CC=C1)(C1=CC=CC=C1)[Si](C)(C)C (bis(diphenyltrimethylsilylmethyl)titanium (II)). The solvent is C1(=CC=CC=C1)C (toluene). The product is C=CC1=CC=CC=C1 (Styrene), C(=C)C1CCCCC1 (vinylcyclohexane), C(=C)C1CC=CCC1 (4-vinylcyclohexene). RXN SMILES: FC1C(B(C2C(F)=C(F)C(F)=C(F)C=2F)C2C(F)=C(F)C(F)=C(F)C=2F)=C(F)C(F)=C(F)C=1F.[CH2:35]=[CH:36][C:37]1[CH:42]=[CH:41][CH:40]=[CH:39][CH:38]=1>C1(C)C=CC=CC=1.C1(C([Ti]C([Si](C)(C)C)(C2C=CC=CC=2)C2C=CC=CC=2)(C2C=CC=CC=2)[Si](C)(C)C)C=CC=CC=1>[CH2:35]=[CH:36][C:37]1[CH:42]=[CH:41][CH:40]=[CH:39][CH:38]=1.[CH:36]([CH:37]1[CH2:42][CH2:41][CH2:40][CH2:39][CH2:38]1)=[CH2:35].[CH:36]([CH:37]1[CH2:42][CH2:41][CH:40]=[CH:39][CH2:38]1)=[CH2:35]. Procedure: The polymerization conditions of Example 5 were substantially repeated using the bis(diphenyltrimethylsilylmethyl)titanium (II) complex (0.01 M in toluene), and MAO (1.6 M in toluene), dimethylanilinium tetrakispentafluorophenylborate (DMATB) (0.002 M in toluene), or tris(pentafluorophenyl)borane (borane) (0.01 M in toluene) cocatalyst. Styrene monomer, vinylcyclohexane (VCH) or 4-vinylcyclohexene (4-VCH) were polymerized. The resulting styrene polymers possessed crystalline melting points in ex... Product: CC1=C(CNC(=O)C2=NC3=CC=NC=C3C=C2)C=CC=C1 (N-(2-methylbenzyl)-2-[1,6]naphthyridinecarboxamide). Conditions: time 20 minute. RXN SMILES: [CH2:1]([NH:8][C:9]([C:11]1[CH:20]=[CH:19][C:18]2[C:13](=[CH:14][CH:15]=[N:16][CH:17]=2)[N:12]=1)=[O:10])[C:2]1[CH:7]=[CH:6][CH:5]=[CH:4][CH:3]=1.N1C2C(=CN=CC=2)C=C[C:22]=1C(O)=O.O.ON1C2C=CC=CC=2N=N1.C(N)C1C=CC=CC=1.Cl.CN(C)CCCN=C=NCC>CCOC(C)=O.CN(C=O)C.C1COCC1>[CH3:22][C:7]1[CH:6]=[CH:5][CH:4]=[CH:3][C:2]=1[CH2:1][NH:8][C:9]([C:11]1[CH:20]=[CH:19][C:18]2[C:13](=[CH:14][CH:15]=[N:16][CH:17]=2)[N:12]=1)=[O:10] |f:2.3,5.6|. Solvent: CN(C)C=O (DMF), CCOC(=O)C (EtOAc), CCOC(=O)C (EtOAc), C1CCOC1 (THF). Starting materials: compound #2, C(C1=CC=CC=C1)NC(=O)C1=NC2=CC=NC=C2C=C1 (N-benzyl-2-[1,6]naphthyridinecarboxamide), N1=C(C=CC2=CN=CC=C12)C(=O)O (2-[1,6]naphthyridinecarboxylic acid), O.ON1N=NC2=C1C=CC=C2 (1-hydroxybenzo-triazole hydrate), C(C1=CC=CC=C1)N (benzylamine), Cl.CN(CCCN=C=NCC)C (1-(3-dimethylaminopropyl)-3-ethylcarbodiimide hydrochloride). The yield is 99.0%. Reported procedure: compound #2 N-benzyl-2-[1,6]naphthyridinecarboxamide To a stirring mixture of 2-[1,6]naphthyridinecarboxylic acid (50 mg, 0.287 mmol), 1-hydroxybenzo-triazole hydrate (42.7 mg, 0.316 mmol), benzylamine (45 mg, 0.42 mmol) in anhy. THF (5 ml) at 0° C. was added 1-(3-dimethylaminopropyl)-3-ethylcarbodiimide hydrochloride (60.6 mg, 0.316 mmol). The resulting mixture was allowed to stir at RT. After 20 min, DMF (2 ml) was added to the reaction mixture and the mixture was allowed to stir at room tempe... Reactants: ClC1=C(C=CC=C1)N1C=2N(C3=NC(=NC=C3C1=O)S(=O)C)C=CN2 (4-(2-Chloro-phenyl)-8-methanesulfinyl-4H-3,4,7,9,9b-pentaaza-cyclopenta[a]naphthalen-5-one), N1(CCCC1)CC=1C=C(N)C=CC1 (3-(pyrrolidin-1-ylmethyl)aniline). The product is ClC1=C(C=CC=C1)N1C=2N(C3=C(C1=O)C=NC(=N3)NC3=CC(=CC=C3)CN3CCCC3)C=CN2 (6-(2-chlorophenyl)-2-{[3-(pyrrolidin-1-ylmethyl)phenyl]amino}imidazo[1,2-a]pyrimido[5,4-e]pyrimidin-5(6H)-one). RXN SMILES: [Cl:1][C:2]1[CH:7]=[CH:6][CH:5]=[CH:4][C:3]=1[N:8]1[C:17](=[O:18])[C:16]2[C:11](=[N:12][C:13](S(C)=O)=[N:14][CH:15]=2)[N:10]2[CH:22]=[CH:23][N:24]=[C:9]12.[N:25]1([CH2:30][C:31]2[CH:32]=[C:33]([CH:35]=[CH:36][CH:37]=2)[NH2:34])[CH2:29][CH2:28][CH2:27][CH2:26]1>>[Cl:1][C:2]1[CH:7]=[CH:6][CH:5]=[CH:4][C:3]=1[N:8]1[C:17](=[O:18])[C:16]2[CH:15]=[N:14][C:13]([NH:34][C:33]3[CH:35]=[CH:36][CH:37]=[C:31]([CH2:30][N:25]4[CH2:26][CH2:27][CH2:28][CH2:29]4)[CH:32]=3)=[N:12][C:11]=2[N:10]2[CH:22]=[CH:23][N:24]=[C:9]12. Reported procedure: A mixture of Example 1E (50.0 mg, 0.139 mmol) and 3-(pyrrolidin-1-ylmethyl)aniline (49.0 mg, 0.278 mmol) was heated in a capped vial at 110° C. for 1 hour. The crude material was purified by HPLC as described in Example 1F to provide the tile compound as a trifluoroacetic acid salt. 1H NMR (400 MHz, CD3OD) δ ppm 1.96-2.10 (m, 2H), 2.14-2.31 (m, 2H), 3.18-3.28 (m, 2H), 3.49-3.65 (m, 2H), 4.44 (s, 2H), 7.07 (d, J=1.83 Hz, 1H), 7.31 (d, J=7.32 Hz, 1H), 7.50-7.63 (m, 4H), 7.66-7.73 (m, 1H), 7.83-8.0... Reactants: ClCCl, Cl, Cc1ccc(NC(=O)NCc2ccc3c(c2)CN(C2CCC(=O)NC2=O)C3=O)cc1OC(=O)CN1CCN(C(=O)OC(C)(C)C)CC1. The product is Cl, Cc1ccc(NC(=O)NCc2ccc3c(c2)CN(C2CCC(=O)NC2=O)C3=O)cc1OC(=O)CN1CCNCC1. As a reaction SMILES: [CH2:49]([Cl:50])[Cl:51].[ClH:48].[O:1]=[C:2]1[NH:3][C:4](=[O:47])[CH2:5][CH2:6][CH:7]1[N:8]1[C:9](=[O:46])[c:10]2[cH:11][cH:12][c:13]([CH2:17][NH:18][C:19]([NH:20][c:21]3[cH:22][cH:23][c:24]([CH3:44])[c:25]([O:26][C:27]([CH2:28][N:29]4[CH2:30][CH2:31][N:32]([C:35]([O:36][C:37]([CH3:38])([CH3:39])[CH3:40])=[O:41])[CH2:33][CH2:34]4)=[O:42])[cH:43]3)=[O:45])[cH:14][c:15]2[CH2:16]1>>[ClH:48].[O:1]=[C:2]1[NH:3][C:4](=[O:47])[CH2:5][CH2:6][CH:7]1[N:8]1[C:9](=[O:46])[c:10]2[cH:11][cH:12][c:13]([CH2:17][NH:18][C:19]([NH:20][c:21]3[cH:22][cH:23][c:24]([CH3:44])[c:25]([O:26][C:27]([CH2:28][N:29]4[CH2:30][CH2:31][NH:32][CH2:33][CH2:34]4)=[O:42])[cH:43]3)=[O:45])[cH:14][c:15]2[CH2:16]1. The reactants are CC(=O)O[BH-](OC(C)=O)OC(C)=O, COC1CN(c2ccc(C#CC3(O)CCCNC3)c(Cc3ccccc3)n2)CC1O, C=O, ClCCl, [Na+]. Yields the product COC1CN(c2ccc(C#CC3(O)CCCN(C)C3)c(Cc3ccccc3)n2)CC1O. RXN SMILES: [C:33]([O:34][BH-:35]([O:36][C:37](=[O:38])[CH3:39])[O:40][C:41](=[O:42])[CH3:43])(=[O:44])[CH3:45].[CH2:1]([c:2]1[cH:3][cH:4][cH:5][cH:6][cH:7]1)[c:8]1[n:9][c:10]([N:23]2[CH2:24][CH:25]([OH:30])[CH:26]([O:28][CH3:29])[CH2:27]2)[cH:11][cH:12][c:13]1[C:14]#[C:15][C:16]1([OH:22])[CH2:17][NH:18][CH2:19][CH2:20][CH2:21]1.[CH2:31]=[O:32].[Cl:47][CH2:48][Cl:49].[Na+:46]>>[CH2:1]([c:2]1[cH:3][cH:4][cH:5][cH:6][cH:7]1)[c:8]1[n:9][c:10]([N:23]2[CH2:24][CH:25]([OH:30])[CH:26]([O:28][CH3:29])[CH2:27]2)[cH:11][cH:12][c:13]1[C:14]#[C:15][C:16]1([OH:22])[CH2:17][N:18]([CH3:33])[CH2:19][CH2:20][CH2:21]1.